Dataset: the Open Reaction Database (ORD), a public repository of structured organic reaction records. Task: describe an organic reaction: reactants, conditions, products, and yield Reactants: C1(=CC=CC=C1)CN1C[C@H]([C@@H](CC1)C1=CC=CC=C1)O (trans-1-phenylmethyl-4-phenyl-3-piperidinol), Cl (hydrochloric acid). The reagents and catalysts are [Pd] (palladium on charcoal). The solvent is C(C)O (ethanol). Reaction conditions: time 8 hour. Yields the product C1(=CC=CC=C1)[C@H]1[C@@H](CNCC1)O (trans-4-Phenyl-3-piperidinol). RXN SMILES: C1(C[N:8]2[CH2:13][CH2:12][C@@H:11]([C:14]3[CH:19]=[CH:18][CH:17]=[CH:16][CH:15]=3)[C@H:10]([OH:20])[CH2:9]2)C=CC=CC=1.Cl>C(O)C.[Pd]>[C:14]1([C@@H:11]2[CH2:12][CH2:13][NH:8][CH2:9][C@H:10]2[OH:20])[CH:15]=[CH:16][CH:17]=[CH:18][CH:19]=1. Procedure: A solution of trans-1-phenylmethyl-4-phenyl-3-piperidinol (11.00 g, 51.5 mmoles, described in Example 11) in anhydrous ethanol (150 ml) containing concentrated hydrochloric acid (5 ml) is hydrogenated over 10% palladium on charcoal under 50 p.s.i. at 50° C. for 8 hours. The catalyst is removed by filtration over diatomaceous earth and the filtrate is evaporated. The residue is triturated with isopropanol and crystallized from methanol-ether to give the title compound, isolated as the hydrochlori... The reactants are resultant mixture, OC[C@@H]1CCC(O1)=O ((S)-5-(hydroxymethyl)dihydrofuran-2(3H)-one), FC1=CC=C(N)C=C1 (4-fluoroaniline), resultant mixture, Cl (hydrochloric acid). The solvent is C(Cl)(Cl)Cl (chloroform), C(Cl)(Cl)Cl (chloroform). Product: crude product, FC1=CC=C(C=C1)N1C(CC[C@@H]1CO)=O ((R)-1-(4-Fluorophenyl)-5-(hydroxymethyl)pyrrolidin-2-one). The yield is 109.8%. RXN SMILES: [OH:1][CH2:2][C@H:3]1O[C:6](=[O:8])[CH2:5][CH2:4]1.[F:9][C:10]1[CH:16]=[CH:15][C:13]([NH2:14])=[CH:12][CH:11]=1.Cl>C(Cl)(Cl)Cl>[F:9][C:10]1[CH:16]=[CH:15][C:13]([N:14]2[C@@H:3]([CH2:2][OH:1])[CH2:4][CH2:5][C:6]2=[O:8])=[CH:12][CH:11]=1. Procedure: To (S)-5-(hydroxymethyl)dihydrofuran-2(3H)-one (500 mg, 4.31 mmol), 4-fluoroaniline (574 mg, 5.17 mmol) was added and the resultant mixture was stirred at 150° C. for 3 days. After completion of the reaction, chloroform and hydrochloric acid were added to the reaction solution and extraction from the resultant mixture with chloroform was performed. The organic layer was dried over anhydrous sodium sulfate and concentrated under reduced pressure to obtain a crude product of the title compound (99... The reactants are CCOC(=O)c1noc(-c2ccncc2Nc2ccc(I)cc2F)n1, Cl, [Li+], [OH-], O. The product is Fc1cc(I)ccc1Nc1cnccc1-c1ncno1. RXN SMILES: [CH2:1]([O:2][C:3](=[O:4])[c:6]1[n:7][o:8][c:9](-[c:11]2[c:12]([NH:17][c:18]3[c:19]([F:25])[cH:20][c:21]([I:24])[cH:22][cH:23]3)[cH:13][n:14][cH:15][cH:16]2)[n:10]1)[CH3:5].[ClH:28].[Li+:27].[OH-:26].[OH2:29]>>[cH:6]1[n:7][o:8][c:9](-[c:11]2[c:12]([NH:17][c:18]3[c:19]([F:25])[cH:20][c:21]([I:24])[cH:22][cH:23]3)[cH:13][n:14][cH:15][cH:16]2)[n:10]1. The reactants are C(=O)(OC(C)(C)C)N([C@@H](C)C=O)C1CCCCC1 (Boc-cyclohexylalaninal), C(CCC)[Li] (n-butyl lithium), CCCCCC (hexane), C(=O)=O.CC(=O)C (dry ice acetone). The reagents and catalysts are [Br-].C[P+](C1=CC=CC=C1)(C1=CC=CC=C1)C1=CC=CC=C1 (methyltriphenyl phosphonium bromide). Solvent: O (water), O1CCCC1 (tetrahydrofuran), O1CCCC1 (tetrahydrofuran). Conditions: temperature -78 celsius, time 10 minute. Product: C(C)(C)(C)OC(=O)NC(CC1CCCCC1)C=C (2-t-Butyloxycarbonylamino-1-cyclohexylbut-3-ene). RXN SMILES: C(=O)=O.CC(C)=O.[CH2:8]([Li])[CH2:9][CH2:10][CH3:11].[CH3:13][CH2:14][CH2:15][CH2:16][CH2:17][CH3:18].[C:19]([N:26](C1CCCCC1)[C@H](C=O)C)([O:21][C:22]([CH3:25])([CH3:24])[CH3:23])=[O:20]>[Br-].C[P+](C1C=CC=CC=1)(C1C=CC=CC=1)C1C=CC=CC=1.O1CCCC1.O>[C:22]([O:21][C:19]([NH:26][CH:15]([CH:14]=[CH2:13])[CH2:16][CH:17]1[CH2:11][CH2:10][CH2:9][CH2:8][CH2:18]1)=[O:20])([CH3:25])([CH3:24])[CH3:23] |f:0.1,5.6|. Procedure details: To a stirred suspension of methyltriphenyl phosphonium bromide (10.97 g, 30.70 mmol) in anhydrous tetrahydrofuran (200 ml) at -78° C. (dry ice/acetone bath) under an argon atmosphere, was added n-butyl lithium (19.8 ml of a 1.55M hexane solution) dropwise over the course of 5 min. After 10 min, the -78° C. bath was replaced with a 0° C. bath for 0.5 h, at which time the resulting orange solution was cooled again to -78° C. The solution was then added dropwise by cannula to a stirred -78° C. solu... Reactants: O=C(Cl)c1ccc2c(c1)Sc1ccccc1NC2=O, [Na], C1CCOC1, O=C(O)CCO. Yields the product O=C(O)CCOC(=O)c1ccc2c(c1)Sc1ccccc1NC2=O. Reaction SMILES: [Cl:1][C:2](=[O:3])[c:4]1[cH:5][c:6]2[c:7]([cH:18][cH:19]1)[C:8](=[O:17])[NH:9][c:10]1[c:11]([cH:13][cH:14][cH:15][cH:16]1)[S:12]2.[Na:20].[O:27]1[CH2:28][CH2:29][CH2:30][CH2:31]1.[OH:21][CH2:22][CH2:23][C:24](=[O:25])[OH:26]>>[C:2](=[O:3])([c:4]1[cH:5][c:6]2[c:7]([cH:18][cH:19]1)[C:8](=[O:17])[NH:9][c:10]1[c:11]([cH:13][cH:14][cH:15][cH:16]1)[S:12]2)[O:21][CH2:22][CH2:23][C:24](=[O:25])[OH:26]. The reactants are ice, C(C1=CC=CC=C1)OC1=CC(=C(C=O)C=C1)O (4-benzyloxy-2-hydroxy-benzaldehyde), [BH4-].[Na+] (sodium borohydride), [BH4-].[Na+] (sodium borohydride). Solvent: CO (methanol). Run at temperature 0 celsius, time 20 minute. The product is C(C1=CC=CC=C1)OC=1C=C(C(CO)=CC1)O (4-Benzyloxy-salicylalcohol). The yield is 76.0%. As a reaction SMILES: [CH2:1]([O:8][C:9]1[CH:16]=[CH:15][C:12]([CH:13]=[O:14])=[C:11]([OH:17])[CH:10]=1)[C:2]1[CH:7]=[CH:6][CH:5]=[CH:4][CH:3]=1.[BH4-].[Na+]>CO>[CH2:1]([O:8][C:9]1[CH:10]=[C:11]([OH:17])[C:12](=[CH:15][CH:16]=1)[CH2:13][OH:14])[C:2]1[CH:3]=[CH:4][CH:5]=[CH:6][CH:7]=1 |f:1.2|. Procedure: To an ice cooled suspension of 4-benzyloxy-2-hydroxy-benzaldehyde (0.228 g, 1 mmol) in 10 mL of methanol was slowly added sodium borohydride (0.038 g, 1 mmol). After addition of sodium borohydride, a clear solution was obtained. The reaction was stirred at 0° C. for 20 minutes followed by stirring at RT for 10 minutes. The solvent was evaporated under vacuum. To this solid residue was carefully added 0.1 N H2SO4 until the pH dropped to 6.5 with vigorous stirring. Additional water (ca. 40 mL) was... Reactants: C([O-])(O)=O.[Na+] (sodium bicarbonate), C(C)(=O)OC(C1=CC=CC=C1)C1=CC=C(C=C1)C=COC (alpha-(4-(2-methoxyethenyl)phenyl)benzyl acetate), CS(=O)(=O)O (methanesulfonic acid), enol ether. Solvent: CO (methanol). The product is COC(CC1=CC=C(C=C1)C(C1=CC=CC=C1)OC)OC (1-(2,2-dimethoxyethyl)-4-((methoxy)(phenyl)methyl)benzene). RXN SMILES: [C:1]([O:4][CH:5]([C:12]1[CH:17]=[CH:16][C:15]([CH:18]=[CH:19][O:20][CH3:21])=[CH:14][CH:13]=1)[C:6]1[CH:11]=[CH:10][CH:9]=[CH:8][CH:7]=1)(=O)C.CS(O)(=O)=O.[C:27](=O)(O)[O-:28].[Na+]>CO>[CH3:21][O:20][CH:19]([O:28][CH3:27])[CH2:18][C:15]1[CH:16]=[CH:17][C:12]([CH:5]([O:4][CH3:1])[C:6]2[CH:11]=[CH:10][CH:9]=[CH:8][CH:7]=2)=[CH:13][CH:14]=1 |f:2.3|. Procedure details: By the method of example 48, 1-bromo-4-(2-methoxyethenyl)benzene is lithiated and added to benzaldehyde. The crude product is acetylated with acetic anhydride in the presence of DMAP, providing alpha-(4-(2-methoxyethenyl)phenyl)benzyl acetate as a colorless oil. This ester (1.76 g) is treated with methanesulfonic acid (0.5 ml) in methanol (25 ml) at 50° for 16 hr. The acetoxy group and the enol ether are both solvolyzed in this reaction. The mixture is cooled, poured into saturated aqueous sodiu...